Dataset: the Open Reaction Database (ORD), a public repository of structured organic reaction records. Task: describe an organic reaction: reactants, conditions, products, and yield The reactants are O1[C@@H](C1)COC1=C2C=CNC2=CC=C1 ((S)-(+)-4-(oxiranylmethoxy)-1H-indole), C(C(=O)O)(=O)O (oxalic acid), CO (methanol), FC1=CC=C(C=C1)C(C1=CC=C(C=C1)F)=C1NCCCC1 (bis(4-fluorophenyl)methylenepiperidine). Solvent: C(C)(=O)OCC (ethyl acetate), C(C)(=O)OCC (ethyl acetate). Yields the product C(C(=O)O)(=O)O.N1C=CC2=C(C=CC=C12)OC[C@H](CN1CCC(CC1)=C(C1=CC=C(C=C1)F)C1=CC=C(C=C1)F)O ((2S)-(-)-1-(4-indolyloxy)-3-(4-bis(4-fluorophenyl)methylenepiperidin-1-yl)-2-propanol ethanedioate). RXN SMILES: [O:1]1[CH2:3][C@H:2]1[CH2:4][O:5][C:6]1[CH:14]=[CH:13][CH:12]=[C:11]2[C:7]=1[CH:8]=[CH:9][NH:10]2.[F:15][C:16]1[CH:21]=[CH:20][C:19]([C:22](=C2CCCCN2)[C:23]2[CH:28]=[CH:27][C:26]([F:29])=[CH:25][CH:24]=2)=[CH:18][CH:17]=1.[C:36]([OH:41])(=[O:40])[C:37]([OH:39])=[O:38].CO>C(OCC)(=O)C>[C:36]([OH:41])(=[O:40])[C:37]([OH:39])=[O:38].[NH:10]1[C:11]2[C:7](=[C:6]([O:5][CH2:4][C@@H:2]([OH:1])[CH2:3][N:10]3[CH2:37][CH2:36][C:7](=[C:22]([C:19]4[CH:20]=[CH:21][C:16]([F:15])=[CH:17][CH:18]=4)[C:23]4[CH:24]=[CH:25][C:26]([F:29])=[CH:27][CH:28]=4)[CH2:8][CH2:9]3)[CH:14]=[CH:13][CH:12]=2)[CH:8]=[CH:9]1 |f:5.6|. Procedure details: The title compound was prepared in similar fashion from (S)-(+)-4-(oxiranylmethoxy)-1H-indole and 4-(bis(4-fluorophenyl)methylenepiperidine. The resulting free base was dissolved in ethyl acetate, and precipitated with one equivalent of oxalic acid in ethyl acetate in 88% overall yield. FDMS m/e=474 (M+ of free base). α[D]589 =-8.49 (c=0.71, methanol). Reactants: Clc1ccc(CBr)cc1, O=C([O-])[O-], CCOC(C)=O, [Cs+], [Cs+], O=CN1CCC(n2c(=O)[nH]c(=O)c3cc(OCC(F)F)ccc32)CC1, CN(C)C=O. Yields the product O=CN1CCC(n2c(=O)n(Cc3ccc(Cl)cc3)c(=O)c3cc(OCC(F)F)ccc32)CC1. Reaction SMILES: [Br:26][CH2:27][c:28]1[cH:29][cH:30][c:31]([Cl:34])[cH:32][cH:33]1.[C:35](=[O:36])([O-:37])[O-:38].[CH3:41][CH2:42][O:43][C:44]([CH3:45])=[O:46].[Cs+:39].[Cs+:40].[F:1][CH:2]([CH2:3][O:4][c:5]1[cH:6][c:7]2[c:8](=[O:24])[nH:9][c:10](=[O:23])[n:11]([CH:15]3[CH2:16][CH2:17][N:18]([CH:21]=[O:22])[CH2:19][CH2:20]3)[c:12]2[cH:13][cH:14]1)[F:25].[O:47]=[CH:48][N:49]([CH3:50])[CH3:51]>>[F:1][CH:2]([CH2:3][O:4][c:5]1[cH:6][c:7]2[c:8](=[O:24])[n:9]([CH2:27][c:28]3[cH:29][cH:30][c:31]([Cl:34])[cH:32][cH:33]3)[c:10](=[O:23])[n:11]([CH:15]3[CH2:16][CH2:17][N:18]([CH:21]=[O:22])[CH2:19][CH2:20]3)[c:12]2[cH:13][cH:14]1)[F:25].